Dataset: the Open Reaction Database (ORD), a public repository of structured organic reaction records. Task: describe an organic reaction: reactants, conditions, products, and yield The reactants are C1(=CC=C2C=CC3=CC=CC4=CC=C1C2=C34)C=O (pyrene-1-carboxaldehyde), C(CC#N)#N (malononitrile), C(C)(=O)O (acetic acid), C(C)(=O)[O-].[NH4+] (ammonium acetate). Solvent: C1=CC=CC=C1 (benzene), ClC1=CC=CC=C1 (chlorobenzene), O1CCCC1 (tetrahydrofuran), C(C)O (ethanol). Reaction conditions: time 30 minute. The product is C(#N)C(=CC1=CC=C2C=CC3=CC=CC4=CC=C1C2=C34)C#N (1-dicyanovinylpyrene). RXN SMILES: [C:1]1([CH:17]=O)[C:14]2[C:15]3=[C:16]4[C:11](=[CH:12][CH:13]=2)[CH:10]=[CH:9][CH:8]=[C:7]4[CH:6]=[CH:5][C:4]3=[CH:3][CH:2]=1.[C:19](#[N:23])[CH2:20][C:21]#[N:22].C(O)(=O)C.C([O-])(=O)C.[NH4+]>O1CCCC1.C(O)C.ClC1C=CC=CC=1.C1C=CC=CC=1>[C:21]([C:20]([C:19]#[N:23])=[CH:17][C:1]1[C:14]2[C:15]3=[C:16]4[C:11](=[CH:12][CH:13]=2)[CH:10]=[CH:9][CH:8]=[C:7]4[CH:6]=[CH:5][C:4]3=[CH:3][CH:2]=1)#[N:22] |f:3.4|. Procedure details: About 100 grams (0.434 moles) pyrene-1-carboxaldehyde, about 28.7 grams (0.434 moles) malononitrile, about 10.4 milliliters acetic acid, about 3.48 grams ammonium acetate and about 400 milliliters benzene are heated to boiling under reflux conditions for 30 minutes. The entire contents of the flask crystallized, forming a deep orange red product which is soluble in tetrahydrofuran, moderately soluble in ethanol and very soluble in chlorobenzene. This product is recrystallized from a mixture of c...